This data is from the Open Reaction Database (ORD), a public repository of structured organic reaction records. The task is: describe an organic reaction: reactants, conditions, products, and yield The reactants are [Na+].[Cl-] (NaCl), C([O-])([O-])=O.[K+].[K+] (potassium carbonate), C([O-])([O-])=O.[Cs+].[Cs+] (cesium carbonate), OC1=CC=C(C=C1)CC#N (4-(hydroxy)phenyl acetonitrile), C1(CCCCC1)CBr (cyclohexylmethylbromide). Solvent: C(C)(=O)OCC (ethyl acetate), CN(C=O)C (dimethylformamide). Run at time 3 day. Product: C1(CCCCC1)COC1=CC=C(C=C1)CC#N (4-(cyclohexylmethoxy)phenylacetonitrile). Yield: 73.1%. RXN SMILES: C(=O)([O-])[O-].[K+].[K+].C(=O)([O-])[O-].[Cs+].[Cs+].[OH:13][C:14]1[CH:19]=[CH:18][C:17]([CH2:20][C:21]#[N:22])=[CH:16][CH:15]=1.[CH:23]1([CH2:29]Br)[CH2:28][CH2:27][CH2:26][CH2:25][CH2:24]1.[Na+].[Cl-]>C(OCC)(=O)C.CN(C)C=O>[CH:23]1([CH2:29][O:13][C:14]2[CH:19]=[CH:18][C:17]([CH2:20][C:21]#[N:22])=[CH:16][CH:15]=2)[CH2:28][CH2:27][CH2:26][CH2:25][CH2:24]1 |f:0.1.2,3.4.5,8.9|. Procedure details: A 1 L round bottom flask equipped with a magnetic stirrer, reflux condenser and nitrogen inlet was charged with 28.4 g anhydrous potassium carbonate (pulverized with mortar and pestle), cesium carbonate (catalytic amount), 4-(hydroxy)phenyl acetonitrile (18.26 g.), cyclohexylmethylbromide (36.4 g.) and dimethylformamide (600 mL). The mixture was heated to reflux and maintained for one week at this temperature under a nitrogen atmosphere. The reaction mixture was then cooled to room temperature a... The reactants are CC(C)([O-])C.[K+] (potassium tert-butoxide), C(C)(C)(C)C1=NN=C2N1CCC(C2)C(=O)OCC (ethyl 3-tert-butyl-5,6,7,8-tetrahydro[1,2,4]triazolo[4,3-a]pyridine-7-carboxylate), FC1=CC=C(C(N)=NO)C=C1 (4-fluorobenzamidoxime), C([O-])(O)=O.[Na+] (sodium bicarbonate). The solvent is O1CCCC1 (tetrahydrofuran), O1CCCC1 (tetrahydrofuran), [Cl-].[Na+].O (brine). Conditions: time 16 hour. The product is C(C)(C)(C)C1=NN=C2N1CCC(C2)C2=NC(=NO2)C2=CC=C(C=C2)F (3-tert-butyl-7-[3-(4-fluorophenyl)-1,2,4-oxadiazol-5-yl]-5,6,7,8-tetrahydro[1,2,4]triazolo[4,3-a]pyridine). Yield: 53.4%. RXN SMILES: CC(C)([O-])C.[K+].[C:7]([C:11]1[N:15]2[CH2:16][CH2:17][CH:18]([C:20]([O:22]CC)=O)[CH2:19][C:14]2=[N:13][N:12]=1)([CH3:10])([CH3:9])[CH3:8].[F:25][C:26]1[CH:35]=[CH:34][C:29]([C:30](=[N:32]O)[NH2:31])=[CH:28][CH:27]=1.C(=O)(O)[O-].[Na+]>O1CCCC1.[Cl-].[Na+].O>[C:7]([C:11]1[N:15]2[CH2:16][CH2:17][CH:18]([C:20]3[O:22][N:32]=[C:30]([C:29]4[CH:34]=[CH:35][C:26]([F:25])=[CH:27][CH:28]=4)[N:31]=3)[CH2:19][C:14]2=[N:13][N:12]=1)([CH3:8])([CH3:9])[CH3:10] |f:0.1,4.5,7.8.9|. Procedure details: Add dropwise potassium tert-butoxide 1M in tetrahydrofuran (2.08 Kg, 2.08 mol) to a solution of ethyl 3-tert-butyl-5,6,7,8-tetrahydro[1,2,4]triazolo[4,3-a]pyridine-7-carboxylate (455 g, 1.81 mol) and 4-fluorobenzamidoxime (320 g, 2.08 mol) in tetrahydrofuran (11 L) at room temperature. Stir the reaction mixture for 16 hours. Pour the mixture over a solution of saturated sodium bicarbonate (6 L) and add brine (3×2 L). Separate phases and extract aqueous phase with ethyl acetate (3×1 L). Combine o... The reactants are CN1C(=O)N(C=2N=CNC2C1=O)C (1,3-dimethylxanthine), C([O-])([O-])=O.[K+].[K+] (potassium carbonate), ClC1=NC=C(C(=O)C2=CC=C(CBr)C=C2)C=C1 (4-(6-chloronicotinoyl)benzyl bromide). The solvent is CN(C)C=O (DMF), O (water). Yields the product ClC1=NC=C(C(=O)C2=CC=C(CN3C=NC=4N(C(N(C(C34)=O)C)=O)C)C=C2)C=C1 (7-[4-(6-Chloronicotinoyl)benzyl]-1,3-dimethylxanthine). Yield: 96.4%. Reaction SMILES: [CH3:1][N:2]1[C:11](=[O:12])[C:10]2[NH:9][CH:8]=[N:7][C:6]=2[N:5]([CH3:13])[C:3]1=[O:4].C(=O)([O-])[O-].[K+].[K+].[Cl:20][C:21]1[CH:36]=[CH:35][C:24]([C:25]([C:27]2[CH:34]=[CH:33][C:30]([CH2:31]Br)=[CH:29][CH:28]=2)=[O:26])=[CH:23][N:22]=1>CN(C=O)C.O>[Cl:20][C:21]1[CH:36]=[CH:35][C:24]([C:25]([C:27]2[CH:34]=[CH:33][C:30]([CH2:31][N:9]3[C:10]4[C:11](=[O:12])[N:2]([CH3:1])[C:3](=[O:4])[N:5]([CH3:13])[C:6]=4[N:7]=[CH:8]3)=[CH:29][CH:28]=2)=[O:26])=[CH:23][N:22]=1 |f:1.2.3|. Reported procedure: A solution of 1,3-dimethylxanthine (712 mg), potassium carbonate (578 mg) and 4-(6-chloronicotinoyl)benzyl bromide (1515 mg) in DMF (10 ml) was stirred at 60° C. for 5 hours. This reaction mixture was poured in water and extracted with ethyl acetate. The extract was washed with water, dried, and. concentrated. The residue was purified by silica gel column chromatography (hexane: ethyl acetate =1:3) and recrystallized from chloroform-isopropyl ether to provide the title compound as colorless soli... Reactants: C(C1=CC=CC=C1)(=O)C=1C=C(C=CC1)C(C(CC(=O)OCC)O)C (ethyl 4-(m-benzoyl-phenyl)-4-methyl-3-hydroxy-butyrate), P(=O)(Cl)(Cl)Cl (phosphorus oxychloride), ice, Cl (hydrochloric acid). The solvent is N1=CC=CC=C1 (pyridine). Yields the product C(C1=CC=CC=C1)(=O)C=1C=C(C=CC1)C(=CCC(=O)OCC)C (ethyl 4-(m-benzoyl-phenyl)-4-methyl-3-butenoate). Yield: 91.3%. Reaction SMILES: [C:1]([C:9]1[CH:10]=[C:11]([CH:15]([CH3:24])[CH:16](O)[CH2:17][C:18]([O:20][CH2:21][CH3:22])=[O:19])[CH:12]=[CH:13][CH:14]=1)(=[O:8])[C:2]1[CH:7]=[CH:6][CH:5]=[CH:4][CH:3]=1.P(Cl)(Cl)(Cl)=O.Cl>N1C=CC=CC=1>[C:1]([C:9]1[CH:10]=[C:11]([C:15]([CH3:24])=[CH:16][CH2:17][C:18]([O:20][CH2:21][CH3:22])=[O:19])[CH:12]=[CH:13][CH:14]=1)(=[O:8])[C:2]1[CH:7]=[CH:6][CH:5]=[CH:4][CH:3]=1. Procedure: A solution of 6.2 g of ethyl 4-(m-benzoyl-phenyl)-4-methyl-3-hydroxy-butyrate (by process of Step E of Example XIX) in 60 ml of pyridine was heated at 100°C for 3 hours in the presence of 5 ml of phosphorus oxychloride and was then poured into a mixture of 200 g of ice and 65 ml of concentrated hydrochloric acid. The mixture was extracted with ether and the ether phase was washed with water, then with an aqueous saturated sodium bicarbonate solution and then water until the wash water was neutra... Starting materials: C=1C=CC(=CC1)P(CCCP(C=2C=CC=CC2)C=3C=CC=CC3)C=4C=CC=CC4 (dppp), [C]=O (carbon monoxide), BrC1=C2CN(C(C(C3=CC(=C(C(COC(NC(C=C1)=C2)=O)(F)F)C(=C3)C)C)NC=3C=C2C=CN=C(C2=CC3)N(C(OC(C)(C)C)=O)C(=O)OC(C)(C)C)=O)C (tert-Butyl N-[6-({7-bromo-15,15-difluoro-4,17,20-trimethyl-3,12-dioxo-13-oxa-4,11-diazatricyclo[14.2.2.16,10]henicosa-1(18),6,8,10 (21),16,19-hexaen-2-yl}amino)isoquinolin-1-yl]-N-[(tert-butoxy)carbonyl]carbamate), TEA, CS(=O)C (DMSO). The reagents and catalysts are C(C)(=O)[O-].[Pd+2].C(C)(=O)[O-] (palladium(II) acetate). The solvent is CO (MeOH). Conditions: temperature 80 celsius, time 8 hour. The product is C(C)(C)(C)OC(=O)N(C1=NC=CC2=CC(=CC=C12)NC1C2=CC(=C(C(COC(NC=3C=CC(=C(CN(C1=O)C)C3)C(=O)OC)=O)(F)F)C(=C2)C)C)C(=O)OC(C)(C)C (Methyl 2-[(1-{bis[(tert-butoxy)carbonyl]amino}isoquinolin-6-yl)amino]-15,15-difluoro-4,17,20-trimethyl-3,12-dioxo-13-oxa-4,11-diazatricyclo[14.2.2.16,10]henicosa-1(18),6,8,10 (21),16,19-hexaene-7-carboxylate). Isolated yield 150.7%. Reaction SMILES: Br[C:2]1[CH:19]=[CH:18][C:17]2=[CH:20][C:3]=1[CH2:4][N:5]([CH3:55])[C:6](=[O:54])[CH:7]([NH:28][C:29]1[CH:30]=[C:31]3[C:36](=[CH:37][CH:38]=1)[C:35]([N:39]([C:47]([O:49][C:50]([CH3:53])([CH3:52])[CH3:51])=[O:48])[C:40](=[O:46])[O:41][C:42]([CH3:45])([CH3:44])[CH3:43])=[N:34][CH:33]=[CH:32]3)[C:8]1[CH:25]=[C:24]([CH3:26])[C:11]([C:12]([F:23])([F:22])[CH2:13][O:14][C:15](=[O:21])[NH:16]2)=[C:10]([CH3:27])[CH:9]=1.CS(C)=O.C1C=CC(P(C2C=CC=CC=2)CCCP(C2C=CC=CC=2)C2C=CC=CC=2)=CC=1.[C]=O>C([O-])(=O)C.[Pd+2].C([O-])(=O)C.CO>[C:50]([O:49][C:47]([N:39]([C:40]([O:41][C:42]([CH3:45])([CH3:43])[CH3:44])=[O:46])[C:35]1[C:36]2[C:31](=[CH:30][C:29]([NH:28][CH:7]3[C:6](=[O:54])[N:5]([CH3:55])[CH2:4][C:3]4[CH:20]=[C:17]([CH:18]=[CH:19][C:2]=4[C:15]([O:14][CH3:13])=[O:21])[NH:16][C:15](=[O:21])[O:14][CH2:13][C:12]([F:22])([F:23])[C:11]4[C:10]([CH3:27])=[CH:9][C:8]3=[CH:25][C:24]=4[CH3:26])=[CH:38][CH:37]=2)[CH:32]=[CH:33][N:34]=1)=[O:48])([CH3:51])([CH3:53])[CH3:52] |f:4.5.6,^3:88|. Reported procedure: To a pressured-bottle charged with 4B (177 mg, 0.215 mmol), palladium(II) acetate (24.09 mg, 0.107 mmol), TEA (0.089 mL, 0.644 mmol) and DMSO (5 mL)/MeOH (2.500 mL) was added dppp (44.3 mg, 0.107 mmol). The resulting mixture was charged with carbon monoxide at 25 psi and stirred at 80° C. under an atmosphere of CO overnight. The reaction mixture was cooled to rt, filtered though CELITE® and concentrated to about ½ original volume. Water (50 mL) was added to the mixture and then extracted using 5... Starting materials: CN1S(=O)(=O)C2=CC=CC=C2C1=O (N-methylsaccharin), ClCC(=O)OC (methyl chloroacetate), C[Si](N[Si](C)(C)C)(C)C.[K] (potassium hexamethyl disilazane). Run in CS(=O)C (dimethylsulfoxide), CS(=O)C (dimethylsulfoxide). Product: OC1=C(N(S(C2=C1C=CC=C2)(=O)=O)C)C(=O)OC (Methyl 4-hydroxy-2-methyl-2H-1,2-benzothiazine-3-carboxylate 1,1-dioxide). Reaction SMILES: [CH3:1][N:2]1[C:12](=[O:13])[C:11]2[C:6](=[CH:7][CH:8]=[CH:9][CH:10]=2)[S:3]1(=[O:5])=[O:4].Cl[CH2:15][C:16]([O:18][CH3:19])=[O:17].C[Si](C)(C)N[Si](C)(C)C.[K]>CS(C)=O>[OH:13][C:12]1[C:11]2[CH:10]=[CH:9][CH:8]=[CH:7][C:6]=2[S:3](=[O:5])(=[O:4])[N:2]([CH3:1])[C:15]=1[C:16]([O:18][CH3:19])=[O:17] |f:2.3,^1:28|. Procedure: To 870 mg. (4.4 mmoles) of N-methylsaccharin and 0.95 ml. (10.89 mmoles) of methyl chloroacetate in 3 ml. of dimethylsulfoxide under nitrogen was added at the rate of 0.084 ml./minute 3.99 g. (20 mmoles) of potassium hexamethyl disilazane in 9.98 ml. of dimethylsulfoxide.